From a dataset of the Open Reaction Database (ORD), a public repository of structured organic reaction records. describe an organic reaction: reactants, conditions, products, and yield The reactants are NO (Hydroxylamine), FC(OC1=C(C#N)C=CC=C1)(F)F (2-(trifluoromethoxy)benzonitrile). The solvent is CCO (EtOH). Conditions: temperature 60 celsius, time 10 hour. Product: ON=C(N)C1=C(C=CC=C1)OC(F)(F)F (N′-Hydroxy-2-(trifluoromethoxy)benzenecarboximidamide). Isolated yield 93.5%. Reaction SMILES: [NH2:1][OH:2].[F:3][C:4]([F:15])([F:14])[O:5][C:6]1[CH:13]=[CH:12][CH:11]=[CH:10][C:7]=1[C:8]#[N:9]>CCO>[OH:2][N:1]=[C:8]([C:7]1[CH:10]=[CH:11][CH:12]=[CH:13][C:6]=1[O:5][C:4]([F:3])([F:14])[F:15])[NH2:9]. Procedure: Hydroxylamine (Fluka 55458; 50% in water; 4.81 mL; 80.16 mmol; 5 eq.) was added to a solution of 2-(trifluoromethoxy)benzonitrile (Apollo PC7438E; 3 g; 16.03 mmol; 1 eq.) in EtOH (20 mL) and the reaction mixture was stirred at 60° C. for 10 hours. Evaporation in vacuo gave a white solid, which was further dried under high vacuum to afford the title compound (3.30 g, 94%) as a white solid.